Dataset: the Open Reaction Database (ORD), a public repository of structured organic reaction records. Task: describe an organic reaction: reactants, conditions, products, and yield Starting materials: CC=1C=CC=CC1C (o-Xylene), ClCCCl (1,2-dichloroethane). Product: CC=1C(=C(C=CC1)CCC1=C(C(=CC=C1)C)C)C (1,2-di(dimethylphenyl)ethane). As a reaction SMILES: [CH3:1][C:2]1[CH:3]=[CH:4][CH:5]=[CH:6][C:7]=1[CH3:8].Cl[CH2:10][CH2:11]Cl>>[CH3:1][C:2]1[C:7]([CH3:8])=[C:6]([CH2:8][CH2:7][C:6]2[CH:5]=[CH:4][CH:3]=[C:2]([CH3:1])[C:10]=2[CH3:11])[CH:5]=[CH:4][CH:3]=1. Procedure: o-Xylene and 1,2-dichloroethane were reacted in the presence of anhydrous AlC13 catalyst to obtain 1,2-di(dimethylphenyl)ethane (bromine number: 0.1) of 136 to 148° C. in distillation temperature at 3 to 5 mmHg. This was cracked in the like manner as in Example 1. Starting materials: ClC1=C(C(=CC=C1)F)N1C=2N(C3=NC(=NC=C3C1=O)SC)C=CN2 (4-(2-chloro-6-fluorophenyl)-8-methylsulfanyl-4H-3,4,7,9,9b-pentaaza-cyclopenta[a]naphthalen-5-one), ClC=1C=C(C(=O)OO)C=CC1 (m-chloroperoxybenzoic acid), NC=1C=NC=2CCN(CC2C1)C(=O)OC(C)(C)C (tert-Butyl 3-amino-7,8-dihydro-1,6-naphthyridine-6(5H)-carboxylate). The solvent is C(C)(=O)OCC (ethyl acetate), C(Cl)Cl (CH2Cl2). Run at time 5 hour. Yields the product C(C)(C)(C)OC(=O)N1CC=2C=C(C=NC2CC1)NC1=NC=C2C(N(C=3N(C2=N1)C=CN3)C3=C(C=CC=C3F)Cl)=O (3-[4-(2-Chloro-6-fluoro-phenyl)-5-oxo-4,5-dihydro-3,4,7,9,9b-pentaaza-cyclopenta[a]naphthalen-8-ylamino]-7,8-dihydro-5H-[1,6]naphthyridine-6-carboxylic acid tert-butyl ester). As a reaction SMILES: [Cl:1][C:2]1[CH:7]=[CH:6][CH:5]=[C:4]([F:8])[C:3]=1[N:9]1[C:18](=[O:19])[C:17]2[C:12](=[N:13][C:14](SC)=[N:15][CH:16]=2)[N:11]2[CH:22]=[CH:23][N:24]=[C:10]12.ClC1C=C(C=CC=1)C(OO)=O.[NH2:36][C:37]1[CH:38]=[N:39][C:40]2[CH2:41][CH2:42][N:43]([C:47]([O:49][C:50]([CH3:53])([CH3:52])[CH3:51])=[O:48])[CH2:44][C:45]=2[CH:46]=1>C(Cl)Cl.C(OCC)(=O)C>[C:50]([O:49][C:47]([N:43]1[CH2:42][CH2:41][C:40]2[N:39]=[CH:38][C:37]([NH:36][C:14]3[N:13]=[C:12]4[C:17]([C:18](=[O:19])[N:9]([C:3]5[C:4]([F:8])=[CH:5][CH:6]=[CH:7][C:2]=5[Cl:1])[C:10]5[N:11]4[CH:22]=[CH:23][N:24]=5)=[CH:16][N:15]=3)=[CH:46][C:45]=2[CH2:44]1)=[O:48])([CH3:53])([CH3:51])[CH3:52]. Procedure details: A mixture of Example 95C (70.0 mg, 0.193 mmol) and m-chloroperoxybenzoic acid (52.0 mg, 0.232 mmol) in CH2Cl2 (2 ml) was stirred for 20 minutes. tert-Butyl 3-amino-7,8-dihydro-1,6-naphthyridine-6(5H)-carboxylate (57.9 mg, 0.232 mmol) was added to the reaction mixture. After 5 hours, the reaction mixture was diluted with ethyl acetate, washed with saturated aqueous NaHCO3, and brine. The organic layer was dried over MgSO4, filtered, concentrated, and purified on a 12 g column using the ISCO Compa... Starting materials: CCOC(=O)CC(=O)OCC, C1CCOC1, Cl, O=C(Cl)c1ccno1. The product is CCOC(=O)CC(=O)c1ccno1. As a reaction SMILES: [C:1]([CH2:2][C:3](=[O:4])[O:5][CH2:6][CH3:7])([O:9][CH2:8][CH3:10])=[O:11].[CH2:21]1[O:22][CH2:23][CH2:24][CH2:25]1.[ClH:20].[o:12]1[n:13][cH:14][cH:15][c:16]1[C:17]([Cl:18])=[O:19]>>[C:1]([CH2:2][C:3](=[O:4])[O:5][CH2:6][CH3:7])(=[O:9])[c:16]1[o:12][n:13][cH:14][cH:15]1.